From a dataset of the Open Reaction Database (ORD), a public repository of structured organic reaction records. describe an organic reaction: reactants, conditions, products, and yield Reactants: ClCC(C)=O (chloroacetone), S1(=O)(=O)NC(=O)C2=CC=CC=C12.[Na] (sodium saccharin), ice water. Reaction conditions: temperature 110 celsius. Yields the product C(C(=O)C)N1S(=O)(=O)C2=CC=CC=C2C1=O (N-acetonylsaccharin). The yield is 73.6%. As a reaction SMILES: Cl[CH2:2][C:3](=[O:5])[CH3:4].[S:6]1([C:17]2[C:12](=[CH:13][CH:14]=[CH:15][CH:16]=2)[C:10](=[O:11])[NH:9]1)(=[O:8])=[O:7].[Na]>>[CH2:2]([N:9]1[C:10](=[O:11])[C:12]2[C:17](=[CH:16][CH:15]=[CH:14][CH:13]=2)[S:6]1(=[O:8])=[O:7])[C:3]([CH3:4])=[O:5] |f:1.2,^1:17|. Procedure: 26 ml (324 millimoles) of chloroacetone were slowly added dropwise to 40.0 g (200 millimoles) of sodium saccharin, while stirring (exothermic reaction). The temperature was gradually increased to 110° C., and the reaction mixture was stirred at this temperature for 5 hours, after which it was cooled. An excess of ice-water was added, and stirring was continued for a further hour. The precipitated solid was filtered off under suction, recrystallized from ethanol and dried in a drying oven under r... Starting materials: CCOC(=O)N1CCC(=O)CC1, [Li]CCCC, C1CCOC1, Cc1ccc(Sc2ccccc2Br)cc1. The product is CCOC(=O)N1CCC(O)(c2ccccc2Sc2ccc(C)cc2)CC1. As a reaction SMILES: [C:21](=[O:22])([O:23][CH2:24][CH3:25])[N:26]1[CH2:27][CH2:28][C:29](=[O:32])[CH2:30][CH2:31]1.[CH2:16]([Li:17])[CH2:18][CH2:19][CH3:20].[O:33]1[CH2:34][CH2:35][CH2:36][CH2:37]1.[c:1]1([CH3:15])[cH:2][cH:3][c:4]([S:7][c:8]2[c:9]([Br:14])[cH:10][cH:11][cH:12][cH:13]2)[cH:5][cH:6]1>>[c:1]1([CH3:15])[cH:2][cH:3][c:4]([S:7][c:8]2[c:9]([C:29]3([OH:32])[CH2:28][CH2:27][N:26]([C:21](=[O:22])[O:23][CH2:24][CH3:25])[CH2:31][CH2:30]3)[cH:10][cH:11][cH:12][cH:13]2)[cH:5][cH:6]1. The reactants are [H-].[Na+] (sodium hydride), N\C(=C(/C(=O)OCC)\F)\CF (ethyl 3-amino-2,4-difluorocrotonate), ClC1=C(C(=O)OC(C)C)C=C(C(=C1)F)N=C=O (isopropyl 2-chloro-4-fluoro-5-isocyanatobenzoate). Run in CN(C=O)C (dimethylformamide), CN(C=O)C (dimethylformamide). Reaction conditions: time 15 minute. Yields the product ClC1=C(C(=O)OC(C)C)C=C(C(=C1)F)NC(=O)NC(=C(F)C(=O)OCC)CF (isopropyl 2-chloro-4-fluoro-5-{3-[2-(ethoxycarbonyl)-2-fluoro-1-fluoromethyl-vinyl]ureido}-benzoate). Reaction SMILES: [NH2:1]/[C:2](/[CH2:10][F:11])=[C:3](/[F:9])\[C:4]([O:6][CH2:7][CH3:8])=[O:5].[H-].[Na+].[Cl:14][C:15]1[CH:26]=[C:25]([F:27])[C:24]([N:28]=[C:29]=[O:30])=[CH:23][C:16]=1[C:17]([O:19][CH:20]([CH3:22])[CH3:21])=[O:18]>CN(C)C=O>[Cl:14][C:15]1[CH:26]=[C:25]([F:27])[C:24]([NH:28][C:29]([NH:1][C:2]([CH2:10][F:11])=[C:3]([C:4]([O:6][CH2:7][CH3:8])=[O:5])[F:9])=[O:30])=[CH:23][C:16]=1[C:17]([O:19][CH:20]([CH3:21])[CH3:22])=[O:18] |f:1.2|. Procedure: A solution of 1.80 g of ethyl 3-amino-2,4-difluorocrotonate in 20 ml of absolute dimethylformamide is added dropwise with stirring during 10 minutes to 0.48 g of a 55% sodium hydride dispersion in 25 ml of dimethylformamide at room temperature, and the mixture is stirred for a further 15 minutes. Thereafter 2.81 g of isopropyl 2-chloro-4-fluoro-5-isocyanatobenzoate are added, with the result that the temperature of the reaction mixture rises to 35° C. Then the mixture is stirred for a further tw... Starting materials: CCOCC, [Li]C, O=C(O)CCc1ccc(Cl)cc1. Yields the product CC(=O)CCc1ccc(Cl)cc1. RXN SMILES: [CH3:15][CH2:16][O:17][CH2:18][CH3:19].[CH3:1][Li:2].[Cl:3][c:4]1[cH:5][cH:6][c:7]([CH2:10][CH2:11][C:12](=[O:13])[OH:14])[cH:8][cH:9]1>>[CH3:1][C:12]([CH2:11][CH2:10][c:7]1[cH:6][cH:5][c:4]([Cl:3])[cH:9][cH:8]1)=[O:14]. Starting materials: [Cl-].[Na+] (sodium chloride), BrCCO (2-bromoethanol), N1C=NC=C1 (imidazole), C(C)(C)(C)[Si](Cl)(C1=CC=CC=C1)C1=CC=CC=C1 (t-butyldiphenylchlorosilane). Solvent: CN(C=O)C (dimethylformamide). Reaction conditions: temperature 0 celsius, time 18 hour. Yields the product BrCCO[Si](C1=CC=CC=C1)(C1=CC=CC=C1)C(C)(C)C (1-bromo-2-(t-butyldiphenylsiloxy)ethane). Isolated yield 97.0%. Reaction SMILES: [Br:1][CH2:2][CH2:3][OH:4].N1C=CN=C1.[C:10]([Si:14]([C:22]1[CH:27]=[CH:26][CH:25]=[CH:24][CH:23]=1)([C:16]1[CH:21]=[CH:20][CH:19]=[CH:18][CH:17]=1)Cl)([CH3:13])([CH3:12])[CH3:11].[Cl-].[Na+]>CN(C)C=O>[Br:1][CH2:2][CH2:3][O:4][Si:14]([C:10]([CH3:13])([CH3:12])[CH3:11])([C:22]1[CH:23]=[CH:24][CH:25]=[CH:26][CH:27]=1)[C:16]1[CH:21]=[CH:20][CH:19]=[CH:18][CH:17]=1 |f:3.4|. Procedure: Separately, 2.50 g (corresponding to 20.0 mmol) of 2-bromoethanol and 2.72 g (corresponding to 40.0 mmol) of imidazole were dissolved in 10 mL of dimethylformamide (DMF), and cooled to 0° C. Then, 5.50 g (corresponding to 20.0 mmol) of t-butyldiphenylchlorosilane (TBDPSCl) was added thereto. After the reaction mixture was stirred at room temperature for 18 hours, a saturated sodium chloride aqueous solution was added, and extracted three times with ethyl acetate. The combined ethyl acetate layer... The reactants are C1COCCO1, O=CO, Ic1ccccc1, O=c1cc(O)ccn1CCc1ccc(CN2CCCC2)cc1. Product: O=c1cc(Oc2ccccc2)ccn1CCc1ccc(CN2CCCC2)cc1. Reaction SMILES: [CH2:33]1[O:34][CH2:35][CH2:36][O:37][CH2:38]1.[CH:30]([OH:31])=[O:32].[I:23][c:24]1[cH:25][cH:26][cH:27][cH:28][cH:29]1.[OH:1][c:2]1[cH:3][c:4](=[O:22])[n:5]([CH2:8][CH2:9][c:10]2[cH:11][cH:12][c:13]([CH2:16][N:17]3[CH2:18][CH2:19][CH2:20][CH2:21]3)[cH:14][cH:15]2)[cH:6][cH:7]1>>[O:1]([c:2]1[cH:3][c:4](=[O:22])[n:5]([CH2:8][CH2:9][c:10]2[cH:11][cH:12][c:13]([CH2:16][N:17]3[CH2:18][CH2:19][CH2:20][CH2:21]3)[cH:14][cH:15]2)[cH:6][cH:7]1)[c:24]1[cH:25][cH:26][cH:27][cH:28][cH:29]1. Reactants: FB(F)F, CC(=O)O, O=C(CCC1CCN(C(=O)OCc2ccccc2)CC1)c1ccccc1, ClCCl, SCCS. Yields the product O=C(OCc1ccccc1)N1CCC(CCC2(c3ccccc3)SCCS2)CC1. As a reaction SMILES: [B:5]([F:6])([F:7])[F:8].[C:1]([OH:2])(=[O:3])[CH3:4].[CH2:13]([c:14]1[cH:15][cH:16][cH:17][cH:18][cH:19]1)[O:20][C:21](=[O:22])[N:23]1[CH2:24][CH2:25][CH:26]([CH2:29][CH2:30][C:31]([c:32]2[cH:33][cH:34][cH:35][cH:36][cH:37]2)=[O:38])[CH2:27][CH2:28]1.[CH2:39]([Cl:40])[Cl:41].[CH2:9]([CH2:10][SH:11])[SH:12]>>[CH2:9]1[CH2:10][S:11][C:31]([CH2:30][CH2:29][CH:26]2[CH2:25][CH2:24][N:23]([C:21]([O:20][CH2:13][c:14]3[cH:15][cH:16][cH:17][cH:18][cH:19]3)=[O:22])[CH2:28][CH2:27]2)([c:32]2[cH:33][cH:34][cH:35][cH:36][cH:37]2)[S:12]1. Reactants: ClC1=C(C=CC=2NC(=NC21)CC)C#N (4-chloro-2-ethyl-1H-benzimidazole-5-carbonitrile), BrCC=1OC(=CC1)C(F)(F)F (2-(bromomethyl)-5-(trifluoromethyl)furan). Yields the product ClC1=C(C=CC=2N(C(=NC21)CC)CC=2OC(=CC2)C(F)(F)F)C#N (4-Chloro-2-ethyl-1-{[5-(trifluoromethyl)-2-furanyl]methyl}-1H-benzimidazole-5-carbonitrile). Reaction SMILES: [Cl:1][C:2]1[C:10]2[N:9]=[C:8]([CH2:11][CH3:12])[NH:7][C:6]=2[CH:5]=[CH:4][C:3]=1[C:13]#[N:14].Br[CH2:16][C:17]1[O:18][C:19]([C:22]([F:25])([F:24])[F:23])=[CH:20][CH:21]=1>>[Cl:1][C:2]1[C:10]2[N:9]=[C:8]([CH2:11][CH3:12])[N:7]([CH2:16][C:17]3[O:18][C:19]([C:22]([F:25])([F:24])[F:23])=[CH:20][CH:21]=3)[C:6]=2[CH:5]=[CH:4][C:3]=1[C:13]#[N:14]. Procedure details: Synthesized as described in Example 197B from 4-chloro-2-ethyl-1H-benzimidazole-5-carbonitrile and 2-(bromomethyl)-5-(trifluoromethyl)furan: MS (ESI) m/z 354 (M+1). The reactants are C(C(C)C)SC1=C(N)C=CC(=C1)C (2-isobutylsulfanyl-4-methyl-aniline), NC=1SC=CN1 (2-aminothiazole), C(C(C)C)SC1=C(N)C=CC(=C1)C (2-isobutylsulfanyl-4-methyl-aniline), CC(CS)C (2-methyl-propanethiol), FC=1C=C(C=CC1[N+](=O)[O-])C (3-fluoro-4-nitrotoluene). The product is C(C(C)C)SC=1C=C(C=CC1[N+](=O)[O-])C (3-(Isobutylsulfanyl)-4-nitrotoluene), C(C(C)C)SC1=C(C=CC(=C1)C)NC(=O)NC=1SC=CN1 (1-(2-Isobutylsulfanyl-4-methyl-phenyl)-3-thiazol-2-yl-urea). Isolated yield 68.0%. Reaction SMILES: [CH3:1][CH:2]([CH3:5])[CH2:3][SH:4].F[C:7]1[CH:8]=[C:9]([CH3:16])[CH:10]=[CH:11][C:12]=1[N+:13]([O-:15])=[O:14].[CH2:17]([S:21][C:22]1[CH:28]=[C:27]([CH3:29])[CH:26]=[CH:25][C:23]=1[NH2:24])[CH:18]([CH3:20])[CH3:19].[NH2:30][C:31]1SC=[CH:34][N:35]=1>>[CH2:3]([S:4][C:7]1[CH:8]=[C:9]([CH3:16])[CH:10]=[CH:11][C:12]=1[N+:13]([O-:15])=[O:14])[CH:2]([CH3:5])[CH3:1].[CH2:17]([S:21][C:22]1[CH:28]=[C:27]([CH3:29])[CH:26]=[CH:25][C:23]=1[NH:24][C:34]([NH:35][C:31]1[S:4][CH:3]=[CH:2][N:30]=1)=[O:14])[CH:18]([CH3:20])[CH3:19]. Procedure: 3-(Isobutylsulfanyl)-4-nitrotoluene (0.75 g, 67%) was prepared from 2-methyl-propanethiol and 3-fluoro-4-nitrotoluene (0.77 g, 5.0 mmol) following the general procedure A. This was reduced to 2-isobutylsulfanyl-4-methyl-aniline (0.46 g, 63%) following general procedure B. 1-(2-Isobutylsulfanyl-4-methyl-phenyl)-3-thiazol-2-yl-urea (218 mg, 68%) was prepared from 2-isobutylsulfanyl-4-methyl-aniline (195 mg, 1.0 mmol) and 2-aminothiazole (100 mg, 1.0 mmol) following the general procedure D. Starting materials: Cl.C(C1=CC=CC=C1)OC1=C2CCCC(C2=CC=C1)C(=O)N(CC=1C=NNC1)C=1C=NC(=CC1)C(C)C (5-benzyloxy-N-(6-isopropylpyridin-3-yl)-N-[(pyrazol-4-yl)methyl]-1,2,3,4-tetrahydronaphthalene-1-carboxamide hydrochloride), C(CCC)C=1C=CC(=NC1)CCl (5-butyl-2-chloromethylpyridine). The product is C(C1=CC=CC=C1)OC1=C2CCCC(C2=CC=C1)C(=O)N(C=1C=NC(=CC1)C(C)C)CC=1C=NN(C1)CC1=NC=C(C=C1)CCCC (5-benzyloxy-N-({1-[(5-butylpyridin-2-yl)methyl]pyrazol-4-yl}methyl)-N-(6-isopropylpyridin-3-yl)-1,2,3,4-tetrahydronaphthalene-1-carboxamide). Isolated yield 80.2%. As a reaction SMILES: Cl.[CH2:2]([O:9][C:10]1[CH:19]=[CH:18][CH:17]=[C:16]2[C:11]=1[CH2:12][CH2:13][CH2:14][CH:15]2[C:20]([N:22]([C:29]1[CH:30]=[N:31][C:32]([CH:35]([CH3:37])[CH3:36])=[CH:33][CH:34]=1)[CH2:23][C:24]1[CH:25]=[N:26][NH:27][CH:28]=1)=[O:21])[C:3]1[CH:8]=[CH:7][CH:6]=[CH:5][CH:4]=1.[CH2:38]([C:42]1[CH:43]=[CH:44][C:45]([CH2:48]Cl)=[N:46][CH:47]=1)[CH2:39][CH2:40][CH3:41]>>[CH2:2]([O:9][C:10]1[CH:19]=[CH:18][CH:17]=[C:16]2[C:11]=1[CH2:12][CH2:13][CH2:14][CH:15]2[C:20]([N:22]([CH2:23][C:24]1[CH:25]=[N:26][N:27]([CH2:48][C:45]2[CH:44]=[CH:43][C:42]([CH2:38][CH2:39][CH2:40][CH3:41])=[CH:47][N:46]=2)[CH:28]=1)[C:29]1[CH:30]=[N:31][C:32]([CH:35]([CH3:37])[CH3:36])=[CH:33][CH:34]=1)=[O:21])[C:3]1[CH:8]=[CH:7][CH:6]=[CH:5][CH:4]=1 |f:0.1|. Reported procedure: By the reaction and treatment in the same manner as in Example 271 using 5-benzyloxy-N-(6-isopropylpyridin-3-yl)-N-[(pyrazol-4-yl)methyl]-1,2,3,4-tetrahydronaphthalene-1-carboxamide hydrochloride (0.78 g) and 5-butyl-2-chloromethylpyridine (0.66 g) as starting materials, 5-benzyloxy-N-({1-[(5-butylpyridin-2-yl)methyl]pyrazol-4-yl}methyl)-N-(6-isopropylpyridin-3-yl)-1,2,3,4-tetrahydronaphthalene-1-carboxamide (0.76 g) was obtained.